This data is from the Open Reaction Database (ORD), a public repository of structured organic reaction records. The task is: describe an organic reaction: reactants, conditions, products, and yield Starting materials: ClCCl, CCOC(C)=O, CCN(C(C)C)C(C)C, O=C(Cl)OCc1ccc([N+](=O)[O-])cc1, COc1ccc(CSC2CC(C(=O)N3CC(N)C3)N(C(=O)OCc3ccc([N+](=O)[O-])cc3)C2)cc1. Product: COc1ccc(CSC2CC(C(=O)N3CC(NC(=O)OCc4ccc([N+](=O)[O-])cc4)C3)N(C(=O)OCc3ccc([N+](=O)[O-])cc3)C2)cc1. As a reaction SMILES: [CH2:59]([Cl:60])[Cl:61].[CH3:62][CH2:63][O:64][C:65](=[O:66])[CH3:67].[CH:36]([N:37]([CH:38]([CH3:39])[CH3:40])[CH2:41][CH3:42])([CH3:43])[CH3:44].[Cl:45][C:46](=[O:47])[O:48][CH2:49][c:50]1[cH:51][cH:52][c:53]([N+:56](=[O:57])[O-:58])[cH:54][cH:55]1.[NH2:1][CH:2]1[CH2:3][N:4]([C:6](=[O:7])[CH:8]2[N:9]([C:23](=[O:24])[O:25][CH2:26][c:27]3[cH:28][cH:29][c:30]([N+:33](=[O:34])[O-:35])[cH:31][cH:32]3)[CH2:10][CH:11]([S:13][CH2:14][c:15]3[cH:16][cH:17][c:18]([O:21][CH3:22])[cH:19][cH:20]3)[CH2:12]2)[CH2:5]1>>[NH:1]([CH:2]1[CH2:3][N:4]([C:6](=[O:7])[CH:8]2[N:9]([C:23](=[O:24])[O:25][CH2:26][c:27]3[cH:28][cH:29][c:30]([N+:33](=[O:34])[O-:35])[cH:31][cH:32]3)[CH2:10][CH:11]([S:13][CH2:14][c:15]3[cH:16][cH:17][c:18]([O:21][CH3:22])[cH:19][cH:20]3)[CH2:12]2)[CH2:5]1)[C:46](=[O:47])[O:48][CH2:49][c:50]1[cH:51][cH:52][c:53]([N+:56](=[O:57])[O-:58])[cH:54][cH:55]1. Starting materials: O (water), ClC1=C(C=CC(=C1)Cl)O (2,4-dichlorophenol), ClC1=C(C#N)C=C(C=C1)[N+](=O)[O-] (2-chloro-5-nitrobenzonitrile), [OH-].[Na+] (NaOH). The solvent is CS(=O)C (DMSO). Conditions: temperature 60 celsius. Yields the product ClC1=C(OC2=C(C#N)C=C(C=C2)[N+](=O)[O-])C=CC(=C1)Cl (2-(2,4-Dichlorophenoxy)-5-nitrobenzonitrile). Yield: 94.9%. RXN SMILES: [Cl:1][C:2]1[CH:7]=[C:6]([Cl:8])[CH:5]=[CH:4][C:3]=1[OH:9].[OH-].[Na+].Cl[C:13]1[CH:20]=[CH:19][C:18]([N+:21]([O-:23])=[O:22])=[CH:17][C:14]=1[C:15]#[N:16].O>CS(C)=O>[Cl:1][C:2]1[CH:7]=[C:6]([Cl:8])[CH:5]=[CH:4][C:3]=1[O:9][C:13]1[CH:20]=[CH:19][C:18]([N+:21]([O-:23])=[O:22])=[CH:17][C:14]=1[C:15]#[N:16] |f:1.2|. Procedure: To a solution of 5.0 g (0.0307 moles) of 2,4-dichlorophenol dissolved in 150 ml of DMSO was added 1.23 g (0.0307 moles) of NaOH. The slurry was heated at 60° C. for 15 minutes and 5.04 g (0.0276 moles) of 2-chloro-5-nitrobenzonitrile was added. The mixture was heated at 75° C. for 3.25 hrs. The reaction mixture was cooled and poured into water. The product was collected by filtration, washed well with water and dried, yielding 8.1 g of product (95.3% yield). Recrystallization from ethanol afford...